Task: describe an organic reaction: reactants, conditions, products, and yield. Dataset: the Open Reaction Database (ORD), a public repository of structured organic reaction records The reactants are FC1([C@H]2CC([C@@H](C1)C2)=O)F ((1R,4R)-5,5-difluorobicyclo[2.2.1]heptan-2-one), CCC([BH-](C(CC)C)C(CC)C)C.[Li+] (L-Selectride), OO (H2O2), [OH-].[Na+] (NaOH). Solvent: O1CCCC1 (tetrahydrofuran). Conditions: temperature -78 celsius, time 3 hour. Yields the product FC1([C@H]2C[C@H]([C@@H](C1)C2)O)F ((1R,2R,4R)-5,5-Difluorobicyclo[2.2.1]heptan-2-ol). RXN SMILES: [F:1][C:2]1([F:10])[CH2:7][C@H:6]2[CH2:8][C@@H:3]1[CH2:4][C:5]2=[O:9].CCC(C)[BH-](C(C)CC)C(C)CC.[Li+].OO.[OH-].[Na+]>O1CCCC1>[F:1][C:2]1([F:10])[CH2:7][C@H:6]2[CH2:8][C@@H:3]1[CH2:4][C@H:5]2[OH:9] |f:1.2,4.5|. Procedure: To a solution of (1R,4R)-5,5-difluorobicyclo[2.2.1]heptan-2-one (0.540 g, 3.7 mmol) in anhydrous tetrahydrofuran (8.00 mL) at −78° C. under nitrogen was added drop-wise L-Selectride (1.0 M solution in tetrahydrofuran, 7.40 mL). After stirring at −78° C. for 3 h, 30% H2O2 (6.0 mL) and 10% NaOH (aq., 10.0 mL) were added. The mixture was warmed to r.t. and then stirred at 65° C. for 10 h. After cooling to ambient temperature, the mixture was extracted with EtOAc (50 mL×2). The combined organic port... The reactants are CCOC(=O)c1ccc(OCCOC)c(OC)c1, O, O=[N+]([O-])O. Yields the product CCOC(=O)c1cc(OC)c(OCCOC)cc1[N+](=O)[O-]. RXN SMILES: [CH3:1][O:2][c:3]1[cH:4][c:5]([C:6](=[O:7])[O:8][CH2:9][CH3:10])[cH:11][cH:12][c:13]1[O:14][CH2:15][CH2:16][O:17][CH3:18].[OH2:23].[OH:19][N+:20]([O-:21])=[O:22]>>[CH3:1][O:2][c:3]1[cH:4][c:5]([C:6](=[O:7])[O:8][CH2:9][CH3:10])[c:11]([N+:20](=[O:19])[O-:21])[cH:12][c:13]1[O:14][CH2:15][CH2:16][O:17][CH3:18].